describe an organic reaction: reactants, conditions, products, and yield From a dataset of the Open Reaction Database (ORD), a public repository of structured organic reaction records. The reactants are BrC1=CN=C2N1C=CC(=N2)C(F)(F)F (3-Bromo-7-trifluoromethylimidazo[1,2-α]pyrimidine), FC1=C(C(=CC=C1B1OC(C(O1)(C)C)(C)C)F)C1=NC=CC=C1 (2-[2,6-difluoro-3-(4,4,5,5-tetramethyl-[1,3,2]dioxaborolan-2-yl)phenyl]pyridine). Yields the product FC1=C(C=CC(=C1C1=NC=CC=C1)F)C1=CN=C2N1C=CC(=N2)C(F)(F)F (3-[2,4-difluoro-3-(pyridin-2-yl)phenyl]-7-trifluoromethylimidazo[1,2-α]pyrimidine). As a reaction SMILES: Br[C:2]1[N:6]2[CH:7]=[CH:8][C:9]([C:11]([F:14])([F:13])[F:12])=[N:10][C:5]2=[N:4][CH:3]=1.[F:15][C:16]1[C:21](B2OC(C)(C)C(C)(C)O2)=[CH:20][CH:19]=[C:18]([F:31])[C:17]=1[C:32]1[CH:37]=[CH:36][CH:35]=[CH:34][N:33]=1>>[F:15][C:16]1[C:17]([C:32]2[CH:37]=[CH:36][CH:35]=[CH:34][N:33]=2)=[C:18]([F:31])[CH:19]=[CH:20][C:21]=1[C:2]1[N:6]2[CH:7]=[CH:8][C:9]([C:11]([F:14])([F:13])[F:12])=[N:10][C:5]2=[N:4][CH:3]=1. Reported procedure: 3-Bromo-7-trifluoromethylimidazo[1,2-α]pyrimidine was coupled with 2-[2,6-difluoro-3-(4,4,5,5-tetramethyl-[1,3,2]dioxaborolan-2-yl)phenyl]pyridine as described in Example 1 to give 3-[2,4-difluoro-3-(pyridin-2-yl)phenyl]-7-trifluoromethylimidazo[1,2-α]pyrimidine as a pale yellow solid. Bis-hydrochloride salt (from ethyl acetate/ethanol): δH (360 MHz, DMSO) 7.55 (1H, dd, J 9 and 9), 7.62-7.68 (2H, m), 7.86-7.96 (2H, m), 8.14 (1H, ddd, J 8, 8 and 2), 8.38 (1H, s), 8.84 (1H, d, J 5), 9.30 (1H, dd, ... The reactants are C(C)(=O)C1=CC=C(C=C1)S(=O)(=O)N (4-acetylbenzenesulfonamide), C(C)(=O)OC(C)=O (acetic anhydride). The reagents and catalysts are CN(C)C=1C=CN=CC1 (DMAP). Solvent: N1=CC=CC=C1 (pyridine). The product is C(C)(=O)C1=CC=C(C=C1)S(=O)(=O)NC(C)=O (N-[(4-acetylphenyl)sulfonyl]acetamide). Yield: 76.4%. Reaction SMILES: [C:1]([C:4]1[CH:9]=[CH:8][C:7]([S:10]([NH2:13])(=[O:12])=[O:11])=[CH:6][CH:5]=1)(=[O:3])[CH3:2].[C:14](OC(=O)C)(=[O:16])[CH3:15]>CN(C1C=CN=CC=1)C.N1C=CC=CC=1>[C:1]([C:4]1[CH:5]=[CH:6][C:7]([S:10]([NH:13][C:14](=[O:16])[CH3:15])(=[O:11])=[O:12])=[CH:8][CH:9]=1)(=[O:3])[CH3:2]. Procedure: A solution of 4-acetylbenzenesulfonamide (0.726 g, 3.64 mmol), acetic anhydride (0.7 ml, 7.42 mmol) and DMAP (22.26 mg, 0.182 mmol) in pyridine (0.7 ml) was stirred at room temperature 16 hrs. The volatiles were removed under reduced pressure, the residue was taken up in toluene (5 mL) and concentrated again (3×). The residue was dissolved in EtOAc (20 mL), washed with brine (20 mL), dried over Na2SO4, filtered and concentrated in vacuo. The solid residue was triturated in Et2O and filtered to g... Reactants: O=C([O-])[O-], C#CCBr, CN(C)C=O, CCOC(C)=O, NC1CCN(C(=O)C(F)(F)F)CC1, [K+], [K+], C1CCOC1, O. Reaction SMILES: [C:19](=[O:20])([O-:21])[O-:22].[CH2:25]([C:26]#[CH:27])[Br:28].[CH3:14][N:15]([CH3:16])[CH:17]=[O:18].[CH3:29][CH2:30][O:31][C:32](=[O:33])[CH3:34].[F:1][C:2]([C:3](=[O:4])[N:5]1[CH2:6][CH2:7][CH:8]([NH2:11])[CH2:9][CH2:10]1)([F:12])[F:13].[K+:23].[K+:24].[O:36]1[CH2:37][CH2:38][CH2:39][CH2:40]1.[OH2:35]>>[F:1][C:2]([C:3](=[O:4])[N:5]1[CH2:6][CH2:7][CH:8]([NH:11][CH2:27][C:26]#[CH:25])[CH2:9][CH2:10]1)([F:12])[F:13]. The product is C#CCNC1CCN(C(=O)C(F)(F)F)CC1. Starting materials: COc1cc(CCNC(=O)C(F)(F)F)ccc1[N+](=O)[O-], C1CCOC1. The product is COc1cc(CCNC(=O)C(F)(F)F)ccc1N. Reaction SMILES: [CH3:1][O:2][c:3]1[cH:4][c:5]([CH2:12][CH2:13][NH:14][C:15]([C:16]([F:17])([F:18])[F:19])=[O:20])[cH:6][cH:7][c:8]1[N+:9]([O-:10])=[O:11].[O:21]1[CH2:22][CH2:23][CH2:24][CH2:25]1>>[CH3:1][O:2][c:3]1[cH:4][c:5]([CH2:12][CH2:13][NH:14][C:15]([C:16]([F:17])([F:18])[F:19])=[O:20])[cH:6][cH:7][c:8]1[NH2:9]. The reactants are C(C#CC)C(C(=O)OC)CCCCCCCC (methyl 2-(2-butynyl)decanoate), [Li+].CC(C)[N-]C(C)C (LDA), C1=CC=C(C=C1)S(=O)(=O)N(F)S(=O)(=O)C2=CC=CC=C2 (N-fluoro benzenesulfonimide). Solvent: C1CCOC1 (THF), C1CCOC1 (THF). Yields the product C(C#CC)C(C(=O)OC)(CCCCCCCC)F (methyl 2-(2-butynyl)-2-fluorodecanoate). As a reaction SMILES: [CH2:1]([CH:5]([CH2:10][CH2:11][CH2:12][CH2:13][CH2:14][CH2:15][CH2:16][CH3:17])[C:6]([O:8][CH3:9])=[O:7])[C:2]#[C:3][CH3:4].[Li+].CC([N-]C(C)C)C.C1C=CC(S(N(S(C2C=CC=CC=2)(=O)=O)[F:36])(=O)=O)=CC=1>C1COCC1>[CH2:1]([C:5]([F:36])([CH2:10][CH2:11][CH2:12][CH2:13][CH2:14][CH2:15][CH2:16][CH3:17])[C:6]([O:8][CH3:9])=[O:7])[C:2]#[C:3][CH3:4] |f:1.2|. Procedure: This ester was again deprotonated with LDA in THF, as described above, and at −78° C. a solution of N-fluoro benzenesulfonimide (1.1 equivalents) in THF was added dropwise. The mixture was allowed to warm to room temperature, quenched with saturated ammonium chloride solution, and worked up as above. Chromatography on silica gel with 5% ethyl acetate in hexane provided methyl 2-(2-butynyl)-2-fluorodecanoate as an oil. Reactants: C(C)(C)(C)OC(C1=C(C(=CC=C1)SC=1C=NC=CC1)C1=CC=CC=C1)=O (3-pyridylthio-2-phenylbenzoic acid tert-butyl ester), C(C)[SiH](CC)CC (triethylsilane), FC(C(=O)O)(F)F (trifluoroacetic acid). Solvent: ClCCl (dichloromethane). Reaction conditions: time 18 hour. Yields the product N1=CC(=CC=C1)SC=1C(=C(C(=O)O)C=CC1)C1=CC=CC=C1 (3-pyridylthio-2-phenylbenzoic acid). Isolated yield 101.5%. RXN SMILES: C([O:5][C:6](=[O:26])[C:7]1[CH:12]=[CH:11][CH:10]=[C:9]([S:13][C:14]2[CH:15]=[N:16][CH:17]=[CH:18][CH:19]=2)[C:8]=1[C:20]1[CH:25]=[CH:24][CH:23]=[CH:22][CH:21]=1)(C)(C)C.C([SiH](CC)CC)C.FC(F)(F)C(O)=O>ClCCl>[N:16]1[CH:17]=[CH:18][CH:19]=[C:14]([S:13][C:9]2[C:8]([C:20]3[CH:25]=[CH:24][CH:23]=[CH:22][CH:21]=3)=[C:7]([CH:12]=[CH:11][CH:10]=2)[C:6]([OH:26])=[O:5])[CH:15]=1. Procedure: To a 0° C. solution in dichloromethane (1 mL) of 3-pyridylthio-2-phenylbenzoic acid tert-butyl ester (245 mg, 0.67 mmol), prepared as in Example 241 A, and triethylsilane (390 mg, 3.4 mmol) was added trifluoroacetic acid (1.53 g, 13.4 mmol) and the reaction mixture was warmed to ambient temperature and stirred for 18 hours. The reaction mixture was concentrated and azeotroped with toluene (3×) to give 3-pyridylthio-2-phenylbenzoic acid (209 mg) as a translucent film which was used without furthe... The reactants are CCOC(C)=O, O=C(Cl)Cl, Nc1nnc(CCl)s1. The product is O=C=Nc1nnc(CCl)s1. As a reaction SMILES: [CH3:13][CH2:14][O:15][C:16](=[O:17])[CH3:18].[Cl:1][C:2]([Cl:3])=[O:4].[Cl:5][CH2:6][c:7]1[n:8][n:9][c:10]([NH2:12])[s:11]1>>[C:2](=[O:4])=[N:12][c:10]1[n:9][n:8][c:7]([CH2:6][Cl:5])[s:11]1. Starting materials: CC[O-], CCO, CCOC=O, Cl, [Na+], O=C1Cc2ccc(C(=O)c3cccc(NC(=O)c4cccs4)c3)cc2N1. The product is O=C1Nc2cc(C(=O)c3cccc(NC(=O)c4cccs4)c3)ccc2C1=CO. As a reaction SMILES: [CH3:33][CH2:34][O-:35].[CH3:37][CH2:38][OH:39].[CH:27](=[O:28])[O:29][CH2:30][CH3:31].[ClH:36].[Na+:32].[O:1]=[C:2]1[NH:3][c:4]2[cH:5][c:6]([C:11](=[O:12])[c:13]3[cH:14][c:15]([NH:19][C:20](=[O:21])[c:22]4[s:23][cH:24][cH:25][cH:26]4)[cH:16][cH:17][cH:18]3)[cH:7][cH:8][c:9]2[CH2:10]1>>[O:1]=[C:2]1[NH:3][c:4]2[cH:5][c:6]([C:11](=[O:12])[c:13]3[cH:14][c:15]([NH:19][C:20](=[O:21])[c:22]4[s:23][cH:24][cH:25][cH:26]4)[cH:16][cH:17][cH:18]3)[cH:7][cH:8][c:9]2[C:10]1=[CH:27][OH:28]. The reactants are S(=O)(Cl)Cl (thionyl chloride), BrC1=CC(=C(S1)C(=O)O)C (5-bromo-3-methylthiophene-2-carboxylic acid), CO (methanol). Product: BrC1=CC(=C(S1)C(=O)OC)C (methyl 5-bromo-3-methylthiophene-2-carboxylate). RXN SMILES: S(Cl)(Cl)=O.[Br:5][C:6]1[S:10][C:9]([C:11]([OH:13])=[O:12])=[C:8]([CH3:14])[CH:7]=1.[CH3:15]O>>[Br:5][C:6]1[S:10][C:9]([C:11]([O:13][CH3:15])=[O:12])=[C:8]([CH3:14])[CH:7]=1. Procedure details: After thionyl chloride was added to methanol, 5-bromo-3-methylthiophene-2-carboxylic acid was added thereto and the resulting solution was heated and refluxed to obtain methyl 5-bromo-3-methylthiophene-2-carboxylate. EI: 234, 236.